Dataset: the Open Reaction Database (ORD), a public repository of structured organic reaction records. Task: describe an organic reaction: reactants, conditions, products, and yield The reactants are C([O-])([O-])=O.[Na+].[Na+] (sodium carbonate), C(C1=CC=CC=C1)OC1=C2N(C(=NC1=O)CC1=C(C=CC=C1)Br)CCN(C2=O)C(C)C (9-benzyloxy-6-(2-bromobenzyl)-2-isopropyl-3,4-dihydro-2H-pyrazino[1,2-c]pyrimidine-1,8-dione), FC=1C=C(C=CC1F)B(O)O (3,4-difluorphenylboronic acid). Reagents/catalysts: C=1C=CC(=CC1)[P](C=2C=CC=CC2)(C=3C=CC=CC3)[Pd]([P](C=4C=CC=CC4)(C=5C=CC=CC5)C=6C=CC=CC6)([P](C=7C=CC=CC7)(C=8C=CC=CC8)C=9C=CC=CC9)[P](C=1C=CC=CC1)(C=1C=CC=CC1)C=1C=CC=CC1 (tetrakis(triphenylphosphine)palladium(0)). Run in C1(=CC=CC=C1)C.C(C)O (toluene ethanol). Reaction conditions: temperature 90 celsius. Product: C(C1=CC=CC=C1)OC1=C2N(C(=NC1=O)CC1=C(C=CC=C1)C1=CC(=C(C=C1)F)F)CCN(C2=O)C(C)C (9-benzyloxy-6-[[2-(3,4-difluorophenyl)phenyl]methyl]-2-isopropyl-3,4-dihydropyrazino[1,2-c]pyrimidine-1,8-dione). The yield is 99.8%. Reaction SMILES: [CH2:1]([O:8][C:9]1[C:14](=[O:15])[N:13]=[C:12]([CH2:16][C:17]2[CH:22]=[CH:21][CH:20]=[CH:19][C:18]=2Br)[N:11]2[CH2:24][CH2:25][N:26]([CH:29]([CH3:31])[CH3:30])[C:27](=[O:28])[C:10]=12)[C:2]1[CH:7]=[CH:6][CH:5]=[CH:4][CH:3]=1.[F:32][C:33]1[CH:34]=[C:35](B(O)O)[CH:36]=[CH:37][C:38]=1[F:39].C(=O)([O-])[O-].[Na+].[Na+]>C1(C)C=CC=CC=1.C(O)C.C1C=CC([P]([Pd]([P](C2C=CC=CC=2)(C2C=CC=CC=2)C2C=CC=CC=2)([P](C2C=CC=CC=2)(C2C=CC=CC=2)C2C=CC=CC=2)[P](C2C=CC=CC=2)(C2C=CC=CC=2)C2C=CC=CC=2)(C2C=CC=CC=2)C2C=CC=CC=2)=CC=1>[CH2:1]([O:8][C:9]1[C:14](=[O:15])[N:13]=[C:12]([CH2:16][C:17]2[CH:22]=[CH:21][CH:20]=[CH:19][C:18]=2[C:36]2[CH:35]=[CH:34][C:33]([F:32])=[C:38]([F:39])[CH:37]=2)[N:11]2[CH2:24][CH2:25][N:26]([CH:29]([CH3:31])[CH3:30])[C:27](=[O:28])[C:10]=12)[C:2]1[CH:7]=[CH:6][CH:5]=[CH:4][CH:3]=1 |f:2.3.4,5.6,^1:62,64,83,102|. Reported procedure: 9-Benzyloxy-6-[(2-bromophenyl)methyl]-2-isopropyl-3,4-dihydropyrazino[1,2-c]pyrimidine-1,8-dione (169) (150 mg, 0.311 mmol) and 3,4-difluorphenylboronic acid (56.5 mg, 0.358 mmol) were suspended in a mixture of toluene/ethanol (10 ml/1 ml), treated at room temperature under argon with tetrakis(triphenylphosphine)palladium(0) (14.4 mg, 12.4 μmol) and 2M sodium carbonate solution (342 μl, 684 μmol) and the reaction mixture was then heated at 90° C. for 7 h. The reaction was quenched with water and... Starting materials: ClC(Cl)(Cl)S (perchloromethyl mercaptan), ice, Cl.ClC=1C=C(C=CC1)C(C(=N)N)OC1OCCCC1 (2-(3-chlorophenyl)-2-(tetrahydropyran-2-yloxy)acetamidine hydrochloride), [OH-].[Na+] (sodium hydroxide). The solvent is ClCCl (dichloromethane), ClCCl (dichloromethane). Run at time 1 hour. Yields the product ClC1=NC(=NS1)C(OC1OCCCC1)C1=CC(=CC=C1)Cl (5-Chloro-3-[3-chlorophenyl-1-(tetra-hydropyran-2-yloxy) methyl]-[1 ,2,4]thiadiazole). The yield is 61.6%. RXN SMILES: Cl.[Cl:2][C:3]1[CH:4]=[C:5]([CH:9]([O:13][CH:14]2[CH2:19][CH2:18][CH2:17][CH2:16][O:15]2)[C:10]([NH2:12])=[NH:11])[CH:6]=[CH:7][CH:8]=1.[OH-].[Na+].[Cl:22][C:23]([SH:26])(Cl)Cl>ClCCl>[Cl:22][C:23]1[S:26][N:12]=[C:10]([CH:9]([C:5]2[CH:6]=[CH:7][CH:8]=[C:3]([Cl:2])[CH:4]=2)[O:13][CH:14]2[CH2:19][CH2:18][CH2:17][CH2:16][O:15]2)[N:11]=1 |f:0.1,2.3|. Reported procedure: To an ice-cooled solution of 2-(3-chlorophenyl)-2-(tetrahydropyran-2-yloxy)acetamidine hydrochloride (12.0 g, 39.51 mmol) in dichloromethane (20 mL) and sodium hydroxide (9.49 g, 0.237 mol, dissolved in 60 mL water) was added a solution of perchloromethyl mercaptan (9.18 g, 49.46 mmol) in dichloromethane (50 mL) over a period of 35 min. The reaction mixture was stirred at ice-cold temperature for a further 1 h and the organic layer was collected, dried (sodium sulfate), filtered and concentrated... The solvent is O1CCCC1 (tetrahydrofuran), O1CCCC1 (tetrahydrofuran). Reaction SMILES: [C:1]1([CH2:7][CH2:8][CH2:9][CH2:10][CH2:11][CH2:12][CH2:13][C:14](O)=[O:15])[CH:6]=[CH:5][CH:4]=[CH:3][CH:2]=1.B#B>O1CCCC1>[C:1]1([CH2:7][CH2:8][CH2:9][CH2:10][CH2:11][CH2:12][CH2:13][CH2:14][OH:15])[CH:6]=[CH:5][CH:4]=[CH:3][CH:2]=1. The reactants are C1(=CC=CC=C1)CCCCCCCC(=O)O (8-phenyloctanoic acid), B#B (diborane). Product: C1(=CC=CC=C1)CCCCCCCCO (8-phenyloctanol). Reported procedure: A solution of 8-phenyloctanoic acid (19.8 mmol) in sieve dried tetrahydrofuran (5 ml) was reduced with diborane in tetrahydrofuran (30 ml, 29.1 mmol) at 0° C. for 4 hours to give 8-phenyloctanol. To an ice cold solution of the octanol (ca. 19.8 mmol) and carbon tetrabromide (21.98 mmol) in methylene chloride (50 ml) was added triphenylphosphine (22.30 mmol) in methylene chloride (50 ml) and the resulting solution was stirred for 2.5 hours. The volatiles were evaporated and the residue was taken ...